From a dataset of the Open Reaction Database (ORD), a public repository of structured organic reaction records. describe an organic reaction: reactants, conditions, products, and yield Starting materials: O=S(=O)(Cl)c1ccc(Cl)c(Cl)c1, ClCCl, CC(C)(C)OC(=O)c1c(N)sc2c1CCCC2, O, c1ccncc1. Product: CC(C)(C)OC(=O)c1c(NS(=O)(=O)c2ccc(Cl)c(Cl)c2)sc2c1CCCC2. As a reaction SMILES: [Cl:24][c:25]1[cH:26][c:27]([S:32](=[O:33])(=[O:34])[Cl:35])[cH:28][cH:29][c:30]1[Cl:31].[Cl:37][CH2:38][Cl:39].[NH2:1][c:2]1[c:3]([C:11](=[O:12])[O:13][C:14]([CH3:15])([CH3:16])[CH3:17])[c:4]2[c:5]([s:6]1)[CH2:7][CH2:8][CH2:9][CH2:10]2.[OH2:36].[cH:18]1[cH:19][cH:20][n:21][cH:22][cH:23]1>>[NH:1]([c:2]1[c:3]([C:11](=[O:12])[O:13][C:14]([CH3:15])([CH3:16])[CH3:17])[c:4]2[c:5]([s:6]1)[CH2:7][CH2:8][CH2:9][CH2:10]2)[S:32]([c:27]1[cH:26][c:25]([Cl:24])[c:30]([Cl:31])[cH:29][cH:28]1)(=[O:33])=[O:34].